From a dataset of the Open Reaction Database (ORD), a public repository of structured organic reaction records. describe an organic reaction: reactants, conditions, products, and yield Reactants: C1(=CC=CC=C1)P(C1=CC=CC=C1)=O (diphenylphosphine oxide), C(C(=C)CC(=O)O)(=O)O (itaconic acid), C(CC)(=O)O (propionic acid). Product: C1(=CC=CC=C1)P(=O)(C1=CC=CC=C1)CC(C(=O)O)CC(=O)O (diphenylphosphinylmethylsuccinic acid). The yield is 6.0%. Reaction SMILES: [C:1]1([PH:7](=[O:14])[C:8]2[CH:13]=[CH:12][CH:11]=[CH:10][CH:9]=2)[CH:6]=[CH:5][CH:4]=[CH:3][CH:2]=1.[C:15]([OH:23])(=[O:22])[C:16]([CH2:18][C:19]([OH:21])=[O:20])=[CH2:17].C(O)(=O)CC>>[C:1]1([P:7]([CH2:17][CH:16]([CH2:18][C:19]([OH:21])=[O:20])[C:15]([OH:23])=[O:22])([C:8]2[CH:13]=[CH:12][CH:11]=[CH:10][CH:9]=2)=[O:14])[CH:2]=[CH:3][CH:4]=[CH:5][CH:6]=1. Reported procedure: 303 g (1.5 mol) of diphenylphosphine oxide, 214.5 g (1.65 mol) of itaconic acid and 470 g of propionic acid are refluxed under a nitrogen atmosphere for 8.5 hours with lively stirring. The mixture is then cooled. After crystallization, an additional 500 g of propionic acid are added, the product is filtered off with suction, washed and dried. This gives 390 g of product having a melting point of from 169° to 172° C. and a purity of 98.8% (determined by means of the 31P-NMR spectrum). A further 3... Reactants: CC1=C(C(=CC=C1C)C)O (2,3,6-trimethylphenol), O (water). Run at time 2 hour. Product: CC=1C(C(=CC(C1C)=O)C)=O (2,3,6-trimethyl-p-benzoquinone). The yield is 28.5%. RXN SMILES: [CH3:1][C:2]1[C:7]([CH3:8])=[CH:6][CH:5]=[C:4]([CH3:9])[C:3]=1[OH:10].[OH2:11]>>[CH3:1][C:2]1[C:3](=[O:10])[C:4]([CH3:9])=[CH:5][C:6](=[O:11])[C:7]=1[CH3:8]. Reported procedure: 13.6 g (0.1 mole) of 2,3,6-trimethylphenol was pulverized and dispersed in 40 g of water. Then, oxidation reaction was conducted in the same manner as in Example 4. The reaction proceeded so late that 2 hours were required at a room temperature. After conducting stream distillation, the same treatment as in Example 1 (B) was effected to obtain 4.28 g (28.6 percent in yield) of 2,3,6-trimethyl-p-benzoquinone. Starting materials: COC(C(C(C1=CC=C(C=C1)F)Cl)=O)=O (3-chloro-3-(4-fluoro-phenyl)-2-oxo-propionic acid methyl ester), CC=1C=C(C=O)C=CC1C (3,4-dimethylbenzaldehyde), FC1=CC=C(C=O)C=C1 (4-fluorobenzaldehyde). Product: COC(C(C(C=1C=C(C=CC1)C)(C1=CC(=C(C=C1)C)C)Cl)=O)=O (3-chloro-3-(3,4-dimethyl-phenyl)-2-oxo-3-m-tolyl-propionic acid methyl ester). As a reaction SMILES: [CH3:1][O:2][C:3](=[O:15])[C:4](=[O:14])[CH:5]([Cl:13])[C:6]1[CH:11]=[CH:10][C:9](F)=[CH:8][CH:7]=1.[CH3:16][C:17]1[CH:18]=[C:19]([CH:22]=[CH:23][C:24]=1[CH3:25])C=O.F[C:27]1C=CC(C=O)=CC=1>>[CH3:1][O:2][C:3](=[O:15])[C:4](=[O:14])[C:5]([Cl:13])([C:19]1[CH:22]=[CH:23][C:24]([CH3:25])=[C:17]([CH3:16])[CH:18]=1)[C:6]1[CH:11]=[C:10]([CH3:27])[CH:9]=[CH:8][CH:7]=1. Procedure: This compound was synthesised as 3-chloro-3-(4-fluoro-phenyl)-2-oxo-propionic acid methyl ester but using 3,4-dimethylbenzaldehyde instead 4-fluorobenzaldehyde. The reactants are CCOC(=O)C(=O)SCc1cc(Br)cc2c1NC(=O)CN2, [Li+], C1CCOC1, [OH-], O, O. Yields the product O=C1CNc2cc(Br)cc(CSC(=O)C(=O)O)c2N1. Reaction SMILES: [CH2:1]([CH3:2])[O:3][C:4]([C:5](=[O:6])[S:7][CH2:8][c:9]1[c:10]2[c:15]([cH:16][c:17]([Br:19])[cH:18]1)[NH:14][CH2:13][C:12](=[O:20])[NH:11]2)=[O:21].[Li+:24].[O:25]1[CH2:26][CH2:27][CH2:28][CH2:29]1.[OH-:23].[OH2:22].[OH2:30]>>[O:3]=[C:4]([C:5](=[O:6])[S:7][CH2:8][c:9]1[c:10]2[c:15]([cH:16][c:17]([Br:19])[cH:18]1)[NH:14][CH2:13][C:12](=[O:20])[NH:11]2)[OH:21]. Starting materials: [BH4-].[Na+] (sodium borohydride), [N+](=O)([O-])C=1C=C2N=CC=NC2=CC1 (6-nitroquinoxaline), NO (hydroxylamine). Product: NC1=C2N=CC=NC2=CC=C1[N+](=O)[O-] (5-Amino-6-nitroquinoxaline), NC1=C2NCCNC2=CC=C1[N+](=O)[O-] (1,2,3,4-tetrahydro-5-amino-6-nitroquinoxaline). Reaction SMILES: [N+:1]([C:4]1[CH:5]=[C:6]2[C:11](=[CH:12][CH:13]=1)[N:10]=[CH:9][CH:8]=[N:7]2)([O-:3])=[O:2].[NH2:14]O.[BH4-].[Na+]>>[NH2:14][C:5]1[C:4]([N+:1]([O-:3])=[O:2])=[CH:13][CH:12]=[C:11]2[C:6]=1[N:7]=[CH:8][CH:9]=[N:10]2.[NH2:14][C:5]1[C:4]([N+:1]([O-:3])=[O:2])=[CH:13][CH:12]=[C:11]2[C:6]=1[NH:7][CH2:8][CH2:9][NH:10]2 |f:2.3|. Procedure details: 5-Amino-6-nitroquinoxaline was synthesized by reaction of 6-nitroquinoxaline with hydroxylamine in an alkaline medium in accordance with J. Chem. Soc., Perkin I, 1975, 1229. The product was reacted With sodium borohydride as in Example 1). The 1,2,3,4-tetrahydro-5-amino-6-nitroquinoxaline obtained in the form of brown crystals in a yield of 11.5% of the theoretical had a melting point of 213° C. Reactants: CC=1C(C(CC(C1)CCC(C)C)C)=O (2,6-dimethyl-4-(3-methylbutyl)-2-cyclohexen-1-one), [H-].[Al+3].[Li+].[H-].[H-].[H-] (lithium aluminum hydride), O (water), [OH-].[Na+] (NaOH), O (water). The solvent is CCOCC (ether), C(C)OCC (diethyl ether). Conditions: time 3 hour. The product is CC=1C(C(CC(C1)CCC(C)C)C)O (2,6-dimethyl-4-(3-methylbutyl)-2-cyclohexen-1-ol). Yield: 84.9%. As a reaction SMILES: [H-].[Al+3].[Li+].[H-].[H-].[H-].[CH3:7][C:8]1[C:9](=[O:20])[CH:10]([CH3:19])[CH2:11][CH:12]([CH2:14][CH2:15][CH:16]([CH3:18])[CH3:17])[CH:13]=1.O.[OH-].[Na+]>C(OCC)C>[CH3:7][C:8]1[CH:9]([OH:20])[CH:10]([CH3:19])[CH2:11][CH:12]([CH2:14][CH2:15][CH:16]([CH3:17])[CH3:18])[CH:13]=1 |f:0.1.2.3.4.5,8.9|. Reported procedure: A suspension of lithium aluminum hydride (0.5 g, 0.013 mol) in anhydrous diethyl ether (100 mL) was stirred at 10° C. under nitrogen while 2,6-dimethyl-4-(3-methylbutyl)-2-cyclohexen-1-one (5.8 g, 0.03 mol) in anhydrous ether (10 mL) was added over a period of 30 minutes. The mixture was stirred at room temperature for 3 hours; then it was treated successively with water (0.5 mL), 15% NaOH solution (0.5 mL), and water (1.5 mL). The solution was filtered, dried and concentrated to give the crude ... The reactants are [Si](C)(C)(C(C)(C)C)OC1=CC=CC=2NC(=NC21)C(F)F (4-(tert-butyldimethylsilyloxy)-2-(difluoromethyl)-1H-benzimidazole), ClC1=NC(=NC(=N1)Cl)N1CCOCC1 (2,4-dichloro-6-(4-morpholinyl)-1,3,5-triazine), CH2Cl2 hexanes. Run in CC(=O)C (acetone). The product is [Si](C)(C)(C(C)(C)C)OC1=CC=CC=2N(C(=NC21)C(F)F)C2=NC(=NC(=N2)Cl)N2CCOCC2 (4-(tert-butyldimethylsilyloxy)-1-[4-chloro-6-(4-morpholinyl)-1,3,5-triazin-2-yl]-2-(difluoromethyl)-1H-benzimidazole). RXN SMILES: [Si:1]([O:8][C:9]1[C:17]2[N:16]=[C:15]([CH:18]([F:20])[F:19])[NH:14][C:13]=2[CH:12]=[CH:11][CH:10]=1)([C:4]([CH3:7])([CH3:6])[CH3:5])([CH3:3])[CH3:2].[Cl:21][C:22]1[N:27]=[C:26](Cl)[N:25]=[C:24]([N:29]2[CH2:34][CH2:33][O:32][CH2:31][CH2:30]2)[N:23]=1>CC(C)=O>[Si:1]([O:8][C:9]1[C:17]2[N:16]=[C:15]([CH:18]([F:19])[F:20])[N:14]([C:26]3[N:27]=[C:22]([Cl:21])[N:23]=[C:24]([N:29]4[CH2:30][CH2:31][O:32][CH2:33][CH2:34]4)[N:25]=3)[C:13]=2[CH:12]=[CH:11][CH:10]=1)([C:4]([CH3:7])([CH3:5])[CH3:6])([CH3:3])[CH3:2]. Procedure details: Reaction of 4-(tert-butyldimethylsilyloxy)-2-(difluoromethyl)-1H-benzimidazole with 2,4-dichloro-6-(4-morpholinyl)-1,3,5-triazine as in Example 2, but using acetone as solvent, followed by chromatography on silica gel eluting with CH2Cl2/hexanes 3:1 gave 4-(tert-butyldimethylsilyloxy)-1-[4-chloro-6-(4-morpholinyl)-1,3,5-triazin-2-yl]-2-(difluoromethyl)-1H-benzimidazole: mp (hexanes) 143-145° C.; 1H NMR (CDCl3) δ 7.99 (d, J=8.4 Hz, 1H), 7.46 (t, JHF=53.5 Hz, 1H), 7.32 (t, J=8.2 Hz, 1H), 6.88 (d, ... Reactants: C(CCCCCCCCCCCCCCC)C1=C(C=CC=C1)OC (1-hexadecyl-2-methoxybenzene), B(Br)(Br)Br (boron tribromide). Run in C(Cl)Cl (methylene chloride). Reaction conditions: time 24 hour. Yields the product C(CCCCCCCCCCCCCCC)C1=C(C=CC=C1)O (2-Hexadecyl phenol). The yield is 97.8%. As a reaction SMILES: [CH2:1]([C:17]1[CH:22]=[CH:21][CH:20]=[CH:19][C:18]=1[O:23]C)[CH2:2][CH2:3][CH2:4][CH2:5][CH2:6][CH2:7][CH2:8][CH2:9][CH2:10][CH2:11][CH2:12][CH2:13][CH2:14][CH2:15][CH3:16].B(Br)(Br)Br>C(Cl)Cl>[CH2:1]([C:17]1[CH:22]=[CH:21][CH:20]=[CH:19][C:18]=1[OH:23])[CH2:2][CH2:3][CH2:4][CH2:5][CH2:6][CH2:7][CH2:8][CH2:9][CH2:10][CH2:11][CH2:12][CH2:13][CH2:14][CH2:15][CH3:16]. Procedure: A solution of about 14.94 g of 1-hexadecyl-2-methoxybenzene in methylene chloride, under argon, was cooled to about -78° C. and about 3.76 g of boron tribromide was added. The mixture was allowed to warm to room temperature, was then stirred for about 24 hours and quenched by the dropwise addition of ice-cold water. The mixture was then washed with sodium bicarbonate solution, dried and evaporated, giving about 14 g of the desired reagent, mp 54°-55° C.